This data is from the Open Reaction Database (ORD), a public repository of structured organic reaction records. The task is: describe an organic reaction: reactants, conditions, products, and yield The reactants are C(C1=CC=CC=C1)SC1(CCOCC1)C[N+](=O)[O-] (4-benzylthio-2,3,5,6-tetrahydro-4-nitromethyl-4H-pyran), [H-].[Al+3].[Li+].[H-].[H-].[H-] (lithium aluminium hydride). Solvent: CCOCC (ether), CCOCC (ether). Yields the product NCC1(CCOCC1)SCC1=CC=CC=C1 (4-Aminomethyl-4-benzylthio-2,3,5,6-tetrahydro-4H-pyran). Yield: 55.6%. Reaction SMILES: [CH2:1]([S:8][C:9]1([CH2:15][N+:16]([O-])=O)[CH2:14][CH2:13][O:12][CH2:11][CH2:10]1)[C:2]1[CH:7]=[CH:6][CH:5]=[CH:4][CH:3]=1.[H-].[Al+3].[Li+].[H-].[H-].[H-]>CCOCC>[NH2:16][CH2:15][C:9]1([S:8][CH2:1][C:2]2[CH:7]=[CH:6][CH:5]=[CH:4][CH:3]=2)[CH2:14][CH2:13][O:12][CH2:11][CH2:10]1 |f:1.2.3.4.5.6|. Reported procedure: A solution of 4-benzylthio-2,3,5,6-tetrahydro-4-nitromethyl-4H-pyran (8 g) in dry ether (25 cm3) was added dropwise over a period of about 45 min to a stirred suspension of lithium aluminium hydride (3.8 g) in dry ether (200 cm3), cooled in an ice bath. When the addition was complete the mixture was heated under reflux for an additional hour. Excess lithium aluminum was destroyed by the careful addition of water, and then an aqueous solution of sodium potassium tartrate (200 cm3, 20% w/w) was ad... Procedure details: A solution of 2.3 grams (0.012 mole of 2-(4-chloro(phenyl)thiazole in 20 ml of diethyl ether was cooled to -78° C. To this solution was added 4.72 ml of a 2.5 M solution of n-butyllithium in hexanes. This mixture was stirred for 30 minutes. A solution of 3.3 grams (0.012 mole) of 1,2-diiodoethane in 15 ml of diethyl ether was added, and the resultant mixture was allowed to warm to room temperature and stir for approximately 18 hours. Approximately 50 ml of an aqueous, saturated ammonium chloride... Reaction conditions: time 30 minute. RXN SMILES: ClC1[N:3]=[C:4]([C:7]2[CH:12]=[CH:11][CH:10]=[CH:9][CH:8]=2)[S:5]C=1.C([Li])CCC.[I:18][CH2:19][CH2:20]I.[Cl-:22].[NH4+]>C(OCC)C>[Cl:22][C:10]1[CH:11]=[CH:12][C:7]([C:4]2[S:5][C:19]([I:18])=[CH:20][N:3]=2)=[CH:8][CH:9]=1 |f:3.4|. Reactants: [Cl-].[NH4+] (ammonium chloride), solution, C(CCC)[Li] (n-butyllithium), resultant mixture, resultant mixture, ICCI (1,2-diiodoethane), ClC=1N=C(SC1)C1=CC=CC=C1 (4-chloro(phenyl)thiazole). Product: ClC1=CC=C(C=C1)C=1SC(=CN1)I (2-(4-chlorophenyl)- 5-iodothiazole). The solvent is hexanes, C(C)OCC (diethyl ether), C(C)OCC (diethyl ether). The reactants are CC(=O)Cl, Cl, O=C(NC1CCNCC1)c1c[nH]c2c(-c3ccc(F)cc3OCC3CC3)ncnc12. The product is CC(=O)N1CCC(NC(=O)c2c[nH]c3c(-c4ccc(F)cc4OCC4CC4)ncnc23)CC1. RXN SMILES: [CH3:32][C:33]([Cl:34])=[O:35].[ClH:1].[NH:2]1[CH2:3][CH2:4][CH:5]([NH:8][C:9](=[O:10])[c:11]2[cH:12][nH:13][c:14]3[c:15]2[n:16][cH:17][n:18][c:19]3-[c:20]2[c:21]([O:27][CH2:28][CH:29]3[CH2:30][CH2:31]3)[cH:22][c:23]([F:26])[cH:24][cH:25]2)[CH2:6][CH2:7]1>>[N:2]1([C:33]([CH3:32])=[O:35])[CH2:3][CH2:4][CH:5]([NH:8][C:9](=[O:10])[c:11]2[cH:12][nH:13][c:14]3[c:15]2[n:16][cH:17][n:18][c:19]3-[c:20]2[c:21]([O:27][CH2:28][CH:29]3[CH2:30][CH2:31]3)[cH:22][c:23]([F:26])[cH:24][cH:25]2)[CH2:6][CH2:7]1. The reactants are COC(=O)C1C(c2ccc([Si](C)(C)C)cc2)CC2CCC1N2C, O=C([O-])O, ClC(Cl)(Cl)Cl, ClI, [Na+], [Na+], [Na+], O=S([O-])([O-])=S. Reaction SMILES: [C:1](=[O:2])([O:3][CH3:4])[CH:5]1[CH:6]2[CH2:7][CH2:8][CH:9]([CH2:10][CH:11]1[c:12]1[cH:13][cH:14][c:15]([Si:18]([CH3:19])([CH3:20])[CH3:21])[cH:16][cH:17]1)[N:22]2[CH3:23].[C:33](=[O:34])([OH:35])[O-:36].[Cl:38][C:39]([Cl:40])([Cl:41])[Cl:42].[I:24][Cl:25].[Na+:31].[Na+:32].[Na+:37].[S:26]([O-:27])([O-:28])(=[O:29])=[S:30]>>[C:1](=[O:2])([O:3][CH3:4])[CH:5]1[CH:6]2[CH2:7][CH2:8][CH:9]([CH2:10][CH:11]1[c:12]1[cH:13][cH:14][c:15]([I:24])[cH:16][cH:17]1)[N:22]2[CH3:23]. Product: COC(=O)C1C(c2ccc(I)cc2)CC2CCC1N2C. Reactants: ClC1=C(C=C2C(C(=CN(C2=N1)C1=CC=C(C=C1)F)C(=O)O)=O)F (7-chloro-6-fluoro-1-(4-fluorophenyl)-1,4-dihydro-4-oxo-1,8-naphthyridine-3-carboxylic acid), [N+](=O)([O-])[O-].[K+] (Potassium nitrate), ice water. Run in S(O)(O)(=O)=O (sulfuric acid). Run at temperature 80 celsius, time 2 hour. Yields the product ClC1=C(C=C2C(C(=CN(C2=N1)C1=CC(=C(C=C1)F)[N+](=O)[O-])C(=O)O)=O)F (7-chloro-6-fluoro-1-(4-fluoro-3-nitrophenyl)-1,4-dihydro-4-oxo-1,8-naphthyridine-3-carboxylic acid). Isolated yield 64.7%. RXN SMILES: [Cl:1][C:2]1[N:11]=[C:10]2[C:5]([C:6](=[O:22])[C:7]([C:19]([OH:21])=[O:20])=[CH:8][N:9]2[C:12]2[CH:17]=[CH:16][C:15]([F:18])=[CH:14][CH:13]=2)=[CH:4][C:3]=1[F:23].[N+:24]([O-])([O-:26])=[O:25].[K+]>S(=O)(=O)(O)O>[Cl:1][C:2]1[N:11]=[C:10]2[C:5]([C:6](=[O:22])[C:7]([C:19]([OH:21])=[O:20])=[CH:8][N:9]2[C:12]2[CH:13]=[CH:14][C:15]([F:18])=[C:16]([N+:24]([O-:26])=[O:25])[CH:17]=2)=[CH:4][C:3]=1[F:23] |f:1.2|. Procedure details: To 10 ml of conc. sulfuric acid was added 1.5 g of 7-chloro-6-fluoro-1-(4-fluorophenyl)-1,4-dihydro-4-oxo-1,8-naphthyridine-3-carboxylic acid. Potassium nitrate (1.4 g) was added in portions to the solution, which was heated and stirred at 80° C. for 2 hours. The reaction solution was allowed to cool down, poured into ice water, and stirred overnight. The precipitated solid was collected by filtration and successively washed with water, ethanol, and diethyl ether to give 1.1 grams of the title c... Reactants: O=C(O)Cc1ccccc1C(=O)O, O, O=[N+]([O-])O. The product is O=C(O)Cc1ccc([N+](=O)[O-])cc1C(=O)O. Reaction SMILES: [C:1](=[O:2])([OH:3])[CH2:4][c:5]1[c:6]([C:7](=[O:8])[OH:9])[cH:10][cH:11][cH:12][cH:13]1.[OH2:14].[OH:15][N+:16]([O-:17])=[O:18]>>[C:1](=[O:2])([OH:3])[CH2:4][c:5]1[c:6]([C:7](=[O:8])[OH:9])[cH:10][c:11]([N+:16](=[O:15])[O-:17])[cH:12][cH:13]1. The reactants are C(C)(=O)SCC(C(=O)NC=1C=C(C(=O)OCC#N)C=CC1)CC1=CC=CC=C1 (Cyanomethyl 3-[(2 acetylthiomethyl-3-phenylpropionyl)amino]benzoate), compound, O(C1=CC=CC=C1)CCO (2-phenoxyethanol). Reagents/catalysts: CN(C1=CC=NC=C1)C (4-dimethylaminopyridine). The solvent is C(C)N(CC)CC (triethylamine). Conditions: temperature 60 celsius, time 15 hour. Product: C(C)(=O)SCC(C(=O)NC=1C=C(C(=O)OCCOC2=CC=CC=C2)C=CC1)CC1=CC=CC=C1 (2-phenoxyethyl 3-[(2-acetylthiomethyl-3-phenylpropionyl)amino]benzoate). Isolated yield 51.9%. RXN SMILES: [C:1]([S:4][CH2:5][CH:6]([CH2:22][C:23]1[CH:28]=[CH:27][CH:26]=[CH:25][CH:24]=1)[C:7]([NH:9][C:10]1[CH:11]=[C:12]([CH:19]=[CH:20][CH:21]=1)[C:13]([O:15][CH2:16][C:17]#N)=[O:14])=[O:8])(=[O:3])[CH3:2].[O:29](CCO)[C:30]1[CH:35]=[CH:34][CH:33]=[CH:32][CH:31]=1>CN(C)C1C=CN=CC=1.C(N(CC)CC)C>[C:1]([S:4][CH2:5][CH:6]([CH2:22][C:23]1[CH:28]=[CH:27][CH:26]=[CH:25][CH:24]=1)[C:7]([NH:9][C:10]1[CH:11]=[C:12]([CH:19]=[CH:20][CH:21]=1)[C:13]([O:15][CH2:16][CH2:17][O:29][C:30]1[CH:35]=[CH:34][CH:33]=[CH:32][CH:31]=1)=[O:14])=[O:8])(=[O:3])[CH3:2]. Reported procedure: Cyanomethyl 3-[(2 acetylthiomethyl-3-phenylpropionyl)amino]benzoate (compound of Example 116) (4 g), 2-phenoxyethanol (3 g), 4-dimethylaminopyridine (0.1 g) and triethylamine (2 g) are mixed, and the mixture is stirred at 60° C. for 15 hours and extracted with ethyl acetate (50 ml). The extract is washed with 10% hydrochloric acid and water, and ethyl acetate is distilled off under reduced pressure. The residue is dissolved in 50% aqueous acetonitrile and purified by a column chromatography usin... Starting materials: CCC(=O)O, CN1CCC2(c3ccccc3)OC2C1, O, Cc1ccc(S(=O)(=O)O)cc1. Product: CCC(=O)OC1(c2ccccc2)CCN(C)CC1O. RXN SMILES: [CH3:27][CH2:28][C:29]([OH:30])=[O:31].[O:1]1[CH:2]2[CH2:3][N:4]([CH3:14])[CH2:5][CH2:6][C:7]12[c:8]1[cH:9][cH:10][cH:11][cH:12][cH:13]1.[OH2:15].[c:16]1([CH3:17])[cH:18][cH:19][c:20]([S:21]([OH:22])(=[O:23])=[O:24])[cH:25][cH:26]1>>[OH:1][CH:2]1[CH2:3][N:4]([CH3:14])[CH2:5][CH2:6][C:7]1([c:8]1[cH:9][cH:10][cH:11][cH:12][cH:13]1)[O:31][C:29]([CH2:28][CH3:27])=[O:30].